Dataset: the Open Reaction Database (ORD), a public repository of structured organic reaction records. Task: describe an organic reaction: reactants, conditions, products, and yield The reactants are IC (iodomethane), CN1C(N(C(C=C1C(F)(F)F)=O)C=1C=CC2=C(C(=NS2)CS(=O)(=O)C)C1)=O (1-methyl-3-{3-[(methylsulfonyl)methyl]-1,2-benzisothiazol-5-yl}-6-(trifluoromethyl)-2,4(1H,3H)-pyrimidinedione), resultant mixture, [H-].[Na+] (sodium hydride). Solvent: O1CCCC1 (tetrahydrofuran). Reaction conditions: time 2 hour. Yields the product CN1C(N(C(C=C1C(F)(F)F)=O)C=1C=CC2=C(C(=NS2)C(C)S(=O)(=O)C)C1)=O (1-Methyl-3-{3-[1-(methylsulfonyl)ethyl]-1,2-benzisothiazol-5-yl}-6-(trifluoromethyl)-2,4(1H,3H)-pyrimidinedione). Yield: 40.7%. RXN SMILES: [CH3:1][N:2]1[C:7]([C:8]([F:11])([F:10])[F:9])=[CH:6][C:5](=[O:12])[N:4]([C:13]2[CH:14]=[CH:15][C:16]3[S:20][N:19]=[C:18]([CH2:21][S:22]([CH3:25])(=[O:24])=[O:23])[C:17]=3[CH:26]=2)[C:3]1=[O:27].[H-].[Na+].I[CH3:31]>O1CCCC1>[CH3:1][N:2]1[C:7]([C:8]([F:11])([F:10])[F:9])=[CH:6][C:5](=[O:12])[N:4]([C:13]2[CH:14]=[CH:15][C:16]3[S:20][N:19]=[C:18]([CH:21]([S:22]([CH3:25])(=[O:24])=[O:23])[CH3:31])[C:17]=3[CH:26]=2)[C:3]1=[O:27] |f:1.2|. Reported procedure: To a suspension of 1-methyl-3-{3-[(methylsulfonyl)methyl]-1,2-benzisothiazol-5-yl}-6-(trifluoromethyl)-2,4(1H,3H)-pyrimidinedione (1.00 g, 0.00238 mol) in tetrahydrofuran is added sodium hydride (60%, 0.120 g, 0.00300 mol). The resultant mixture is stirred one hour at room temperature and treated with iodomethane (0.220 ml, 0.00360 mol). The mixture is stirred two hours at room temperature, partially concentrated in vacuo, diluted with water, and extracted with ethyl acetate. The organic layer i... The reactants are C(C)N(C(C1=C(C(=CC=C1)C)C)=O)CC (N,N-diethyl-2,3-dimethylbenzamide), OC[C@@H]1N(CCC1)CCC#N ((R)-3-(2-hydroxymethylpyrrolidin-1-yl)propionitrile). The product is OC[C@@H]1N(CCC1)CCC=1NC(C2=CC=CC=C2C1)=O ((R)-3-[2-(2-hydroxymethylpyrrolidin-1-yl)ethyl]-2H-isoquinolin-1-one). The yield is 11.6%. Reaction SMILES: C([N:3]([CH2:14][CH3:15])[C:4](=[O:13])[C:5]1[CH:10]=[CH:9][CH:8]=[C:7](C)[C:6]=1[CH3:12])C.[OH:16][CH2:17][C@H:18]1[CH2:22][CH2:21][CH2:20][N:19]1[CH2:23]CC#N>>[OH:16][CH2:17][C@H:18]1[CH2:22][CH2:21][CH2:20][N:19]1[CH2:23][CH2:15][C:14]1[NH:3][C:4](=[O:13])[C:5]2[C:6]([CH:12]=1)=[CH:7][CH:8]=[CH:9][CH:10]=2. Procedure: By the reaction in the same manner as in Example 1a, using N,N-diethyl-2,3-dimethylbenzamide (4.975 g) and (R)-3-(2-hydroxymethylpyrrolidin-1-yl)propionitrile (2.0 g), (R)-3-[2-(2-hydroxymethylpyrrolidin-1-yl)ethyl]-2H-isoquinolin-1-one (408.4 mg) was obtained.